Dataset: the Open Reaction Database (ORD), a public repository of structured organic reaction records. Task: describe an organic reaction: reactants, conditions, products, and yield The reactants are O=C([O-])[O-], CCOCCl, CN(C)C=O, [K+], [K+], O, CC(O)CCCCn1c(=O)c2[nH]c(Br)nc2n(C)c1=O. Yields the product CCOCn1c(Br)nc2c1c(=O)n(CCCCC(C)O)c(=O)n2C. As a reaction SMILES: [C:21](=[O:22])([O-:23])[O-:24].[CH2:27]([CH3:28])[O:29][CH2:30][Cl:31].[CH3:33][N:34]([CH3:35])[CH:36]=[O:37].[K+:25].[K+:26].[OH2:32].[OH:1][CH:2]([CH2:3][CH2:4][CH2:5][CH2:6][n:7]1[c:8](=[O:9])[n:10]([CH3:19])[c:11]2[n:12][c:13]([Br:18])[nH:14][c:15]2[c:16]1=[O:17])[CH3:20]>>[OH:1][CH:2]([CH2:3][CH2:4][CH2:5][CH2:6][n:7]1[c:8](=[O:9])[n:10]([CH3:19])[c:11]2[n:12][c:13]([Br:18])[n:14]([CH2:30][O:29][CH2:27][CH3:28])[c:15]2[c:16]1=[O:17])[CH3:20]. The reactants are O=C(CCC#CCCCC(=O)OC)C (methyl 9-oxo-5-decynoate). Reagents/catalysts: [Pd].[O-]S(=O)(=O)[O-].[Ba+2] (Pd BaSO4). Solvent: CO (MeOH). Run at time 35 minute. Yields the product O=C(CCCCC\C=C/C(=O)OC)C (methyl 9-oxo-cis-decenoate). Isolated yield 75.7%. As a reaction SMILES: [O:1]=[C:2]([CH3:14])[CH2:3][CH2:4][C:5]#[C:6][CH2:7][CH2:8][CH2:9][C:10]([O:12][CH3:13])=[O:11]>CO.[Pd].[O-]S([O-])(=O)=O.[Ba+2]>[O:1]=[C:2]([CH3:14])[CH2:3][CH2:4][CH2:5][CH2:6][CH2:7]/[CH:8]=[CH:9]\[C:10]([O:12][CH3:13])=[O:11] |f:2.3.4|. Procedure details: The methyl 9-oxo-5-decynoate (31.5 g, 0.16 mol) was dissolved in 250 ml MeOH containing 0.6 g quinoline. Five percent of Pd/BaSO4 (0.6 g) was added. One equivalent of H2 was absorbed at room temperature and 1 atm in 35 minutes. The catalyst was filtered, the solvent evaporated, and the residue taken up in 500 ml of ethyl acetate. It was washed twice with 125 ml 1N HCl, H2O, and brine. After drying over anhydrous MgSO4, the solvent was removed and distillation gave 24 g (80%) of methyl 9-oxo-cis-... Reactants: C(C)OC(=O)[C@@H]1CC[C@H](CC1)C=1SC=C(N1)C (trans-4-(4-methyl-thiazol-2-yl)-cyclohexanecarboxylic acid ethyl ester), ClN1C(CCC1=O)=O (N-chlorosuccinimide). Solvent: CN(C=O)C (N,N-dimethylformamide). The product is C(C)OC(=O)[C@@H]1CC[C@H](CC1)C=1SC(=C(N1)C)Cl (trans-4-(5-Chloro-4-methyl-thiazol-2-yl)-cyclohexanecarboxylic acid ethyl ester). Yield: 92.0%. As a reaction SMILES: [CH2:1]([O:3][C:4]([C@H:6]1[CH2:11][CH2:10][C@H:9]([C:12]2[S:13][CH:14]=[C:15]([CH3:17])[N:16]=2)[CH2:8][CH2:7]1)=[O:5])[CH3:2].[Cl:18]N1C(=O)CCC1=O>CN(C)C=O>[CH2:1]([O:3][C:4]([C@H:6]1[CH2:7][CH2:8][C@H:9]([C:12]2[S:13][C:14]([Cl:18])=[C:15]([CH3:17])[N:16]=2)[CH2:10][CH2:11]1)=[O:5])[CH3:2]. Reported procedure: A solution of cis/trans-4-(4-methyl-thiazol-2-yl)-cyclohexanecarboxylic acid ethyl ester (1:5) (200 mg, 0.789 mmol) and N-chlorosuccinimide (116 mg, 0.868 mmol) in N,N-dimethylformamide (1.6 ml) was stirred for 1 h at 50° C. The reaction mixture was partitioned between tert-butyl methyl ether (25 ml) and 0.1 M aqueous sodium hydroxide solution (25 ml). The layers were separated. The aqueous layer was extracted with one 25-ml portion of tert-butyl methyl ether. The combined organic layers were wa... Reactants: FC(C(Cl)Cl)(F)C=1SC(=NN1)N (2-(1',1'-difluoro-2',2'-dichloroethyl)-5-amino-1,3,4-thiadiazole), C(=O)(Cl)Cl (phosgene), C(=O)(Cl)Cl (phosgene). Solvent: ClC1=CC=CC=C1 (chlorobenzene), ClC1=CC=CC=C1 (chlorobenzene). Product: FC(C(Cl)Cl)(F)C=1SC(=NN1)N=C=O (2-(1',1'-difluoro-2',2'-dichloro-ethyl)-5-isocyanato-1,3,4-thiadiazole). The yield is 73.1%. RXN SMILES: [F:1][C:2]([C:7]1[S:8][C:9]([NH2:12])=[N:10][N:11]=1)([F:6])[CH:3]([Cl:5])[Cl:4].[C:13](Cl)(Cl)=[O:14]>ClC1C=CC=CC=1>[F:1][C:2]([C:7]1[S:8][C:9]([N:12]=[C:13]=[O:14])=[N:10][N:11]=1)([F:6])[CH:3]([Cl:4])[Cl:5]. Procedure: 21.7 g (0.1 mol) of 2-(1',1'-difluoro-2',2'-dichloroethyl)-5-amino-1,3,4-thiadiazole were suspended at room temperature in 500 ml of chlorobenzene, and a solution of 30 g of phosgene in 200 ml of chlorobenzene was rapidly added with agitation. With further agitation and feeding-in of gaseous phosgene, the temperature was raised by 15°C per hour until 110°C were attained (a clear solution was obtained from 60°C onward). The solution was then allowed to cool, nitrogen was passed through the soluti... The reactants are Cl.N[C@H]1C[S@@](C[C@H]([C@@H]1O)CC1=CC(=C(C(=C1)O[C@@H](C(F)(F)F)COC)[N+](=O)[O-])F)=O ((1R,3R,4S,5S)-3-amino-5-[3-fluoro-4-nitro-5-((R)-2,2,2-trifluoro-1-methoxymethyl-ethoxy)-benzyl]-1-oxo-tetrahydro-thiopyran-4-ol hydrochloride), Cl (HCl), CC(CC1=CC(=NO1)C=O)(C)C (5-(2,2-dimethyl-propyl)-isoxazole-3-carbaldehyde), hydrochloride salt. The solvent is CCOCC (Et2O). Yields the product Cl.Cl.NC1=C(C=C(C[C@@H]2C[S@](C[C@@H]([C@H]2O)NCC2=NOC(=C2)CC(C)(C)C)=O)C=C1O[C@@H](C(F)(F)F)COC)F ((1R,3S,4S,5R)-3-[4-Amino-3-fluoro-5-((R)-2,2,2-trifluoro-1-methoxymethyl-ethoxy)-benzyl]-5-{[5-(2,2-dim ethyl-propyl)-isoxazol-3-ylmethyl]amino}-1-oxo-tetra-hydro-thiopyran-4-ol dihydrochloride). RXN SMILES: [ClH:1].[NH2:2][C@@H:3]1[C@@H:8]([OH:9])[C@H:7]([CH2:10][C:11]2[CH:16]=[C:15]([O:17][C@H:18]([CH2:23][O:24][CH3:25])[C:19]([F:22])([F:21])[F:20])[C:14]([N+:26]([O-])=O)=[C:13]([F:29])[CH:12]=2)[CH2:6][S@@:5](=[O:30])[CH2:4]1.[CH3:31][C:32]([CH3:42])([CH3:41])[CH2:33][C:34]1[O:38][N:37]=[C:36]([CH:39]=O)[CH:35]=1.Cl>CCOCC>[ClH:1].[ClH:1].[NH2:26][C:14]1[C:15]([O:17][C@H:18]([CH2:23][O:24][CH3:25])[C:19]([F:22])([F:20])[F:21])=[CH:16][C:11]([CH2:10][C@H:7]2[C@H:8]([OH:9])[C@@H:3]([NH:2][CH2:39][C:36]3[CH:35]=[C:34]([CH2:33][C:32]([CH3:42])([CH3:41])[CH3:31])[O:38][N:37]=3)[CH2:4][S@:5](=[O:30])[CH2:6]2)=[CH:12][C:13]=1[F:29] |f:0.1,5.6.7|. Procedure details: The title compound can be prepared in an analogous manner as described for example 41 steps c) and d) from (1R,3R,4S,5S)-3-amino-5-[3-fluoro-4-nitro-5-((R)-2,2,2-trifluoro-1-methoxymethyl-ethoxy)-benzyl]-1-oxo-tetrahydro-thiopyran-4-ol hydrochloride and 5-(2,2-dimethyl-propyl)-isoxazole-3-carbaldehyde and subsequent transformation into the hydrochloride salt with 5N HCl in Et2O to afford the title compound as a beige foam: TLC (CH2Cl2-MeOH 9:1) Rf=0.53; HPLC RtG3=1.77 min; ESIMS [M+H]+=566; 1H N... The reactants are CCOC(=O)C(=O)N(CCOCC#Cc1cncs1)C(C)(C)C, Cl, [K+], C1COCCO1, [OH-], O. The product is CC(C)(C)N(CCOCC#Cc1cncs1)C(=O)C(=O)O. Reaction SMILES: [C:1]([CH3:2])([CH3:3])([CH3:4])[N:5]([C:6]([C:7](=[O:8])[O:9][CH2:10][CH3:11])=[O:12])[CH2:13][CH2:14][O:15][CH2:16][C:17]#[C:18][c:19]1[cH:20][n:21][cH:22][s:23]1.[ClH:26].[K+:25].[O:27]1[CH2:28][CH2:29][O:30][CH2:31][CH2:32]1.[OH-:24].[OH2:33]>>[C:1]([CH3:2])([CH3:3])([CH3:4])[N:5]([C:6]([C:7](=[O:8])[OH:9])=[O:12])[CH2:13][CH2:14][O:15][CH2:16][C:17]#[C:18][c:19]1[cH:20][n:21][cH:22][s:23]1. As a reaction SMILES: C(C[C:4]1[S:8][C:7]([C:9]2[N:14]=[N:13][C:12]([N:15]([CH2:23][C:24]3([C:28]4[C:33]([F:34])=[CH:32][CH:31]=[CH:30][N:29]=4)[CH2:27][CH2:26][CH2:25]3)C(=O)OC(C)(C)C)=[CH:11][CH:10]=2)=[N:6][CH:5]=1)#N.Cl.CN.C1C=CC2N(O)N=[N:44][C:42]=2C=1.C(Cl)CCl.[C:52]([O:55]CC)(=O)[CH3:53]>Cl.CN(C=O)C>[F:34][C:33]1[C:28]([C:24]2([CH2:23][NH:15][C:12]3[N:13]=[N:14][C:9]([C:7]4[S:8][C:4]([CH2:53][C:52]([NH:44][CH3:42])=[O:55])=[CH:5][N:6]=4)=[CH:10][CH:11]=3)[CH2:25][CH2:26][CH2:27]2)=[N:29][CH:30]=[CH:31][CH:32]=1 |f:1.2|. Starting materials: Cl.CN (methylamine hydrochloride), C=1C=CC2=C(C1)N=NN2O (HOBt), C(CCl)Cl (EDC), TEA, C(#N)CC1=CN=C(S1)C1=CC=C(N=N1)N(C(OC(C)(C)C)=O)CC1(CCC1)C1=NC=CC=C1F (t-butyl 6-(5-(cyanomethyl)thiazol-2-yl)pyridazin-3-yl((1-(3-fluoropyridin-2-yl)cyclobutyl)methyl)carbamate), C(C)(=O)OCC (ethyl acetate). Run in CN(C)C=O (DMF), Cl (HCl). Procedure: A solution of t-butyl 6-(5-(cyanomethyl)thiazol-2-yl)pyridazin-3-yl((1-(3-fluoropyridin-2-yl)cyclobutyl)methyl)carbamate (1 g, 2 mmol) in HCl (30 mL, conc) was heated to 105° C. in a microwave reactor and stirred for 15 min. The reaction was concentrated to give 900 mg (2.3 mmol) of a crude reddish solid. To this solid was added methylamine hydrochloride (183 mg, 2.7 mmol), HOBt (365 mg, 2.7 mmol), EDC (516 mg, 2.7 mmol), DMF (30 mL), and TEA (1.3 mL, 9 mmol). The reaction was stirred at rt over... Reaction conditions: time 15 minute. The product is FC=1C(=NC=CC1)C1(CCC1)CNC1=CC=C(N=N1)C=1SC(=CN1)CC(=O)NC (2-(2-(6-((1-(3-Fluoropyridin-2-yl)cyclobutyl)methylamino)pyridazin-3-yl)thiazol-5-yl)-N-methylacetamide).